Task: describe an organic reaction: reactants, conditions, products, and yield. Dataset: the Open Reaction Database (ORD), a public repository of structured organic reaction records The reactants are C(C)(C)(C)C=1N=C(SC1)C=1OC2=C(C1)C=C(C=C2)CSC2=C(C=CC=C2)C(=O)O (4-tert-butyl-2-[5-(2-carboxyphenylthiomethyl)benzofuran-2-yl]thiazole), [H-].[Al+3].[Li+].[H-].[H-].[H-] (lithium aluminum hydride), Cl (hydrochloric acid). The solvent is O1CCCC1 (tetrahydrofuran). Conditions: time 5 hour. Yields the product C(C)(C)(C)C=1N=C(SC1)C=1OC2=C(C1)C=C(C=C2)CSC2=C(C=CC=C2)CO (4-tert-butyl-2-[5-(2-hydroxymethylphenylthiomethyl)benzofuran-2-yl]thiazole). The yield is 71.6%. Reaction SMILES: [C:1]([C:5]1[N:6]=[C:7]([C:10]2[O:11][C:12]3[CH:18]=[CH:17][C:16]([CH2:19][S:20][C:21]4[CH:26]=[CH:25][CH:24]=[CH:23][C:22]=4[C:27](O)=[O:28])=[CH:15][C:13]=3[CH:14]=2)[S:8][CH:9]=1)([CH3:4])([CH3:3])[CH3:2].[H-].[Al+3].[Li+].[H-].[H-].[H-].Cl>O1CCCC1>[C:1]([C:5]1[N:6]=[C:7]([C:10]2[O:11][C:12]3[CH:18]=[CH:17][C:16]([CH2:19][S:20][C:21]4[CH:26]=[CH:25][CH:24]=[CH:23][C:22]=4[CH2:27][OH:28])=[CH:15][C:13]=3[CH:14]=2)[S:8][CH:9]=1)([CH3:4])([CH3:2])[CH3:3] |f:1.2.3.4.5.6|. Procedure details: To a mixture of 4-tert-butyl-2-[5-(2-carboxyphenylthiomethyl)benzofuran-2-yl]thiazole (0.65 g) in tetrahydrofuran (10 ml), lithium aluminum hydride (0.12 g) was added under cooling with ice bath. After being stirred at ambient temperature for 5 hours, the resulting mixture was poured into a mixture of ice and diluted aqueous hydrochloric acid and extracted with toluene. The organic layer was washed with brine, dried over magnesium sulfate, and concentrated under reduced pressure. The residue was...